This data is from the Open Reaction Database (ORD), a public repository of structured organic reaction records. The task is: describe an organic reaction: reactants, conditions, products, and yield Reactants: C[Si](C)(C)CC(=O)N (trimethylsilylacetamide), NC1[C@@H]2N(C(=C(CS2)CSC=2SC=NN2)C(=O)O)C1=O (7-amino-3-(1,3,4-thiadiazol-2-yl)thiomethyl-3-cephem-4-carboxylic acid), P(=O)(Cl)(Cl)Cl (Phosphorus oxychloride), [Cl-].[Na+] (sodium chloride), C[Si](C)(C)CC(=O)N (Trimethylsilylacetamide), P(=O)(Cl)(Cl)Cl (Phosphorus oxychloride), C(C1=CC=CC=C1)ON=C(C(=O)O)C=1N=C(SC1)N (2-benzyloxyimino-2-(2-aminothiazol-4-yl)acetic acid). Run in C(C)(=O)OCC (ethyl acetate), O1CCCC1 (tetrahydrofuran), CN(C=O)C (dimethylformamide), O1CCCC1 (tetrahydrofuran), O1CCCC1 (tetrahydrofuran). Reaction conditions: time 20 minute. The product is C(C1=CC=CC=C1)ON=C(C(=O)NC1[C@@H]2N(C(=C(CS2)CSC=2SC=NN2)C(=O)O)C1=O)C=1N=C(SC1)N (7-[2-benzyloxyimino-2-(2-aminothiazol-4-yl)acetamido]-3-(1,3,4-thiadiazol-2-yl)thiomethyl-3-cephem-4-carboxylic acid). The yield is 14.4%. Reaction SMILES: P(Cl)(Cl)(Cl)=O.[CH2:6]([O:13][N:14]=[C:15]([C:19]1[N:20]=[C:21]([NH2:24])[S:22][CH:23]=1)[C:16]([OH:18])=O)[C:7]1[CH:12]=[CH:11][CH:10]=[CH:9][CH:8]=1.C[Si](CC(N)=O)(C)C.[NH2:33][CH:34]1[C:51](=[O:52])[N:36]2[C:37]([C:48]([OH:50])=[O:49])=[C:38]([CH2:41][S:42][C:43]3[S:44][CH:45]=[N:46][N:47]=3)[CH2:39][S:40][C@H:35]12.[Cl-].[Na+]>O1CCCC1.C(OCC)(=O)C.CN(C)C=O>[CH2:6]([O:13][N:14]=[C:15]([C:19]1[N:20]=[C:21]([NH2:24])[S:22][CH:23]=1)[C:16]([NH:33][CH:34]1[C:51](=[O:52])[N:36]2[C:37]([C:48]([OH:50])=[O:49])=[C:38]([CH2:41][S:42][C:43]3[S:44][CH:45]=[N:46][N:47]=3)[CH2:39][S:40][C@H:35]12)=[O:18])[C:7]1[CH:8]=[CH:9][CH:10]=[CH:11][CH:12]=1 |f:4.5|. Procedure details: Phosphorus oxychloride (2.3 g.) was added at a time to a suspension of 2-benzyloxyimino-2-(2-aminothiazol-4-yl)acetic acid (syn isomer) (3.4 g.) in dry tetrahydrofuran (30 ml.) at -3° C. and the mixture was stirred for 20 minutes at the same temperature. Trimethylsilylacetamide (2.4 g.) and tetrahydrofuran (5 ml.) were added dropwise thereto and the resulting mixture was stirred for 20 minutes at the same temperature. Phosphorus oxychloride (2.3 g.) was added thereto and the mixture was stirred ... Procedure: To a solution of the product of Example 1 Step 1 (3.0 g, 17.9 mmol) in acetic acid (40 ml) was added bromine (3.12 g, 1 ml, 19.7 mmol) and the mixture was heated at 100° C. for 20 hours. After cooling the solvent was removed in vacuo and the residue was partitioned between dichloromethane and saturated sodium bicarbonate solution. The organic phase was washed with water (×3), dried and evaporated in vacuo. Purification of the residue by silica gel chromatography eluting with 50% dichloromethane ... Yields the product BrC=1C2=C(C=NC1)N=C(N2CC)C=2C(=NON2)N (4-(7-Bromo-1-ethyl-1H-imidazo[4,5-c]pyridin-2-yl)furazan-3-ylamine). As a reaction SMILES: [CH2:1]([N:3]1[C:11]2[CH:10]=[CH:9][N:8]=[CH:7][C:6]=2[N:5]=[C:4]1[C:12]1[C:13]([NH2:17])=[N:14][O:15][N:16]=1)[CH3:2].[Br:18]Br>C(O)(=O)C>[Br:18][C:10]1[C:11]2[N:3]([CH2:1][CH3:2])[C:4]([C:12]3[C:13]([NH2:17])=[N:14][O:15][N:16]=3)=[N:5][C:6]=2[CH:7]=[N:8][CH:9]=1. The solvent is C(C)(=O)O (acetic acid). The yield is 34.3%. Reaction conditions: temperature 100 celsius. Starting materials: C(C)N1C(=NC=2C=NC=CC21)C=2C(=NON2)N (4-(1-Ethyl-1H-imidazo[4,5-c]pyridin-2-yl)furazan-3-ylamine), BrBr (bromine).